From a dataset of the Open Reaction Database (ORD), a public repository of structured organic reaction records. describe an organic reaction: reactants, conditions, products, and yield The reactants are CCN(C(C)C)C(C)C, COc1cc(Cl)cc(C(=O)Nc2ccc(Cl)cn2)c1NC(=O)c1scc(CN2CCN=C2SC)c1Cl, Cl, NCC(N)=O, CN(C)C=O, O. Yields the product COc1cc(Cl)cc(C(=O)Nc2ccc(Cl)cn2)c1NC(=O)c1scc(CN2CCNC2=NCC(N)=O)c1Cl. As a reaction SMILES: [CH:43]([N:44]([CH:45]([CH3:46])[CH3:47])[CH2:48][CH3:49])([CH3:50])[CH3:51].[Cl:1][c:2]1[cH:3][cH:4][c:5]([NH:8][C:9]([c:10]2[c:11]([NH:19][C:20](=[O:21])[c:22]3[s:23][cH:24][c:25]([CH2:28][N:29]4[C:30]([S:34][CH3:35])=[N:31][CH2:32][CH2:33]4)[c:26]3[Cl:27])[c:12]([O:17][CH3:18])[cH:13][c:14]([Cl:16])[cH:15]2)=[O:36])[n:6][cH:7]1.[ClH:37].[NH2:38][CH2:39][C:40](=[O:41])[NH2:42].[O:53]=[CH:54][N:55]([CH3:56])[CH3:57].[OH2:52]>>[Cl:1][c:2]1[cH:3][cH:4][c:5]([NH:8][C:9]([c:10]2[c:11]([NH:19][C:20](=[O:21])[c:22]3[s:23][cH:24][c:25]([CH2:28][N:29]4[C:30](=[N:38][CH2:39][C:40](=[O:41])[NH2:42])[NH:31][CH2:32][CH2:33]4)[c:26]3[Cl:27])[c:12]([O:17][CH3:18])[cH:13][c:14]([Cl:16])[cH:15]2)=[O:36])[n:6][cH:7]1. Reactants: NC=1SC=C(N1)/C(/C(=O)N[C@H]1[C@H]2SC(C(=C(N2C1)C(=O)O)CSC1=CC(=NC=2N1N=C(N2)C(N)=O)C)=O)=N/OCS(=O)(=O)C2=CC(=C(C=C2)O)O ((6R,7R)-7-[(Z)-2-(2-amino-4-thiazolyl)-2-[[[(3,4-dihydroxyphenyl)sulphonyl]methoxy]imino]acetamido]-3-[[(2-carbamoyl-5-methyl-s-triazolo[1,5-a]pyrimidin-7-yl)-thio]methyl]-oxo-5-thia-1-azabicyclo[4.2.0]oct-2-ene-2-carboxylic acid), CNC[C@H](O)[C@@H](O)[C@H](O)[C@H](O)CO (N-methyl-D-glucamine). Run in O (water). Product: CNC[C@H](O)[C@@H](O)[C@H](O)[C@H](O)CO.NC=1SC=C(N1)/C(/C(=O)N[C@H]1[C@H]2SCC(=C(N2C1=O)C(=O)O)CSC1=CC(=NC=2N1N=C(N2)C(N)=O)C)=N/OCS(=O)(=O)C2=CC(=C(C=C2)O)O ((6R,7R)-7-[(Z)-2-(2-amino-4-thiazolyl)-2-[[[(3,4-dihydroxyphenyl)sulphonyl]methoxy]imino]acetamido]-3-[[(2-carbamoyl-5-methyl-s-triazolo[1,5-a]pyrimidin-7-yl)-thio]methyl]-8-oxo-5-thia-1-azabicyclo[4.2.0]oct-2-ene-2-carboxylic acid N-methyl-D-glucamine salt). RXN SMILES: [NH2:1][C:2]1[S:3][CH:4]=[C:5](/[C:7](=[N:38]/[O:39][CH2:40][S:41]([C:44]2[CH:49]=[CH:48][C:47]([OH:50])=[C:46]([OH:51])[CH:45]=2)(=[O:43])=[O:42])/[C:8]([NH:10][C@@H:11]2[CH2:18][N:17]3[C@@H:12]2[S:13][C:14](=O)[C:15]([CH2:22][S:23][C:24]2[N:29]4[N:30]=[C:31]([C:33](=[O:35])[NH2:34])[N:32]=[C:28]4[N:27]=[C:26]([CH3:36])[CH:25]=2)=[C:16]3[C:19]([OH:21])=[O:20])=[O:9])[N:6]=1.[CH3:52][NH:53][CH2:54][C@@H:55]([C@H:57]([C@@H:59]([C@@H:61]([CH2:63][OH:64])[OH:62])[OH:60])[OH:58])[OH:56]>O>[CH3:52][NH:53][CH2:54][C@@H:55]([C@H:57]([C@@H:59]([C@@H:61]([CH2:63][OH:64])[OH:62])[OH:60])[OH:58])[OH:56].[NH2:1][C:2]1[S:3][CH:4]=[C:5](/[C:7](=[N:38]/[O:39][CH2:40][S:41]([C:44]2[CH:49]=[CH:48][C:47]([OH:50])=[C:46]([OH:51])[CH:45]=2)(=[O:42])=[O:43])/[C:8]([NH:10][C@@H:11]2[C:18](=[O:56])[N:17]3[C@@H:12]2[S:13][CH2:14][C:15]([CH2:22][S:23][C:24]2[N:29]4[N:30]=[C:31]([C:33](=[O:35])[NH2:34])[N:32]=[C:28]4[N:27]=[C:26]([CH3:36])[CH:25]=2)=[C:16]3[C:19]([OH:21])=[O:20])=[O:9])[N:6]=1 |f:3.4|. Reported procedure: A suspension of 373 mg of (6R,7R)-7-[(Z)-2-(2-amino-4-thiazolyl)-2-[[[(3,4-dihydroxyphenyl)sulphonyl]methoxy]imino]acetamido]-3-[[(2-carbamoyl-5-methyl-s-triazolo[1,5-a]pyrimidin-7-yl)-thio]methyl]-oxo-5-thia-1-azabicyclo[4.2.0]oct-2-ene-2-carboxylic acid in 7 ml of water was treated portionwise while stirring with 91 mg of N-methyl-D-glucamine. The resulting clear solution was lyophilized. There was obtained (6R,7R)-7-[(Z)-2-(2-amino-4-thiazolyl)-2-[[[(3,4-dihydroxyphenyl)sulphonyl]methoxy]imin... Starting materials: C(C)(C)(C)OC(N[C@@H]1C[C@H](C1)OCC1=CC=CC=C1)=O ((trans-3-benzyloxycyclobutyl)carbamic acid tert-butyl ester), C(=O)(C(F)(F)F)O (TFA). The solvent is C(Cl)Cl (DCM). Reaction conditions: time 3 hour. Product: C(C1=CC=CC=C1)O[C@@H]1C[C@H](C1)N (trans-3-Benzyloxycyclobutylamine). The yield is 95.1%. RXN SMILES: C(OC(=O)[NH:7][C@H:8]1[CH2:11][C@H:10]([O:12][CH2:13][C:14]2[CH:19]=[CH:18][CH:17]=[CH:16][CH:15]=2)[CH2:9]1)(C)(C)C.C(O)(C(F)(F)F)=O>C(Cl)Cl>[CH2:13]([O:12][C@H:10]1[CH2:11][C@H:8]([NH2:7])[CH2:9]1)[C:14]1[CH:19]=[CH:18][CH:17]=[CH:16][CH:15]=1. Procedure details: To a solution of (trans-3-benzyloxycyclobutyl)carbamic acid tert-butyl ester (0.99 g, 3.56 mmol) in DCM (10 mL) was added TFA (2 mL) and the mixture stirred at RT for 3 h. The volatiles were removed in vacuo and the resulting residue dissolved in DCM and loaded onto an SCX-2 (20 g) cartridge. The cartridge was washed with DCM then MeOH and then 2M NH3 in MeOH solution. The relevant fractions were concentrated in vacuo to afford the title compound as yellow oil (0.6 g, quantitative). 1H NMR (CDCl... Reactants: CC(C)(C)OC(=O)NCc1ccc([N+](=O)[O-])cc1, Cc1ccccc1, O=C[O-], [Fe], [NH4+], O. Product: CC(C)(C)OC(=O)NCc1ccc(N)cc1. Reaction SMILES: [C:1]([CH3:2])([CH3:3])([CH3:4])[O:5][C:6]([NH:7][CH2:8][c:9]1[cH:10][cH:11][c:12]([N+:15]([O-:16])=[O:17])[cH:13][cH:14]1)=[O:18].[CH3:25][c:26]1[cH:27][cH:28][cH:29][cH:30][cH:31]1.[CH:19]([O-:20])=[O:21].[Fe:24].[NH4+:22].[OH2:23]>>[C:1]([CH3:2])([CH3:3])([CH3:4])[O:5][C:6]([NH:7][CH2:8][c:9]1[cH:10][cH:11][c:12]([NH2:15])[cH:13][cH:14]1)=[O:18]. Starting materials: C1CCOC1, COC(=O)c1ccc(N2CCN(C)CC2)cc1, Cl, [Li+], [OH-], O, O. Product: CN1CCN(c2ccc(C(=O)O)cc2)CC1. RXN SMILES: [CH2:22]1[O:23][CH2:24][CH2:25][CH2:26]1.[CH3:3][O:4][C:5]([c:6]1[cH:7][cH:8][c:9]([N:12]2[CH2:13][CH2:14][N:15]([CH3:18])[CH2:16][CH2:17]2)[cH:10][cH:11]1)=[O:19].[ClH:21].[Li+:2].[OH-:1].[OH2:20].[OH2:27]>>[O:4]=[C:5]([c:6]1[cH:7][cH:8][c:9]([N:12]2[CH2:13][CH2:14][N:15]([CH3:18])[CH2:16][CH2:17]2)[cH:10][cH:11]1)[OH:19]. Starting materials: NC=1C=C2C(=NC1)C=CS2 (6-aminothieno[3,2-b]pyridine), S(O)(O)(=O)=O (sulfuric acid), N(=O)[O-].[Na+] (sodium nitrite), S(O)(O)(=O)=O (sulfuric acid). The solvent is O (water), O (water). Run at temperature 0 celsius. Yields the product OC=1C=C2C(=NC1)C=CS2 (6-Hydroxythieno[3,2-b]pyridine). As a reaction SMILES: N[C:2]1[CH:3]=[C:4]2[S:10][CH:9]=[CH:8][C:5]2=[N:6][CH:7]=1.S(=O)(=O)(O)[OH:12].N([O-])=O.[Na+]>O>[OH:12][C:2]1[CH:3]=[C:4]2[S:10][CH:9]=[CH:8][C:5]2=[N:6][CH:7]=1 |f:2.3|. Reported procedure: To a solution of 6-aminothieno[3,2-b]pyridine (2.5 g, 16.6 mmol) in water (22 ml) containing concentrated sulfuric acid (4.15 ml) and cooled at 0° C. was added dropwise with vigorous stirring a solution of sodium nitrite (1.26 g, 18.3 mmol) in water (7 ml) to give a copious yellow precipitate. This slurry was pipetted dropwise into 5% sulfuric acid (110 ml) maintained at 110° C. After an additional hour, the solution was cooled to room temperature and washed with methylene chloride. This aqueous... The reactants are CCON=C(C(=O)OCC)c1csc(O)n1, CCO, [K+], [OH-], O. Product: CCON=C(C(=O)O)c1csc(O)n1. Reaction SMILES: [CH2:1]([CH3:2])[O:3][N:4]=[C:5]([C:6](=[O:7])[O:8][CH2:9][CH3:10])[c:11]1[n:12][c:13]([OH:16])[s:14][cH:15]1.[CH3:17][CH2:18][OH:19].[K+:21].[OH-:20].[OH2:22]>>[CH2:1]([CH3:2])[O:3][N:4]=[C:5]([C:6](=[O:7])[OH:8])[c:11]1[n:12][c:13]([OH:16])[s:14][cH:15]1. Reactants: [Al+3], Cc1ccc2c(c1)OC(CC(=O)O)CO2, [H-], [H-], [H-], [H-], [Li+], [Na+], C1CCOC1, [OH-], O. Product: Cc1ccc2c(c1)OC(CCO)CO2. Reaction SMILES: [Al+3:17].[CH3:1][c:2]1[cH:3][cH:4][c:5]2[c:6]([cH:15]1)[O:7][CH:8]([CH2:11][C:12](=[O:13])[OH:14])[CH2:9][O:10]2.[H-:16].[H-:19].[H-:20].[H-:21].[Li+:18].[Na+:24].[O:25]1[CH2:26][CH2:27][CH2:28][CH2:29]1.[OH-:23].[OH2:22]>>[CH3:1][c:2]1[cH:3][cH:4][c:5]2[c:6]([cH:15]1)[O:7][CH:8]([CH2:11][CH2:12][OH:13])[CH2:9][O:10]2.